Dataset: the Open Reaction Database (ORD), a public repository of structured organic reaction records. Task: describe an organic reaction: reactants, conditions, products, and yield The reactants are NC1=CC(=C(OC2=CC(=NC=C2)C(=O)N)C=C1)F (4-(4-Amino-2-fluorophenoxy)picolinamide), Cl.N1C=CC=2C1=NC=CC2OC2=C(C=C(C=C2)NC2=C(C(=O)NC1=C(C=C(C=C1)F)F)C=CC=N2)F (2-(4-(1H-Pyrrolo[2,3-b]pyridin-4-yloxy)-3-fluorophenylamino)-N-(2,4-difluorophenyl)nicotinamide, hydrochloride salt). The product is C(N)(=O)C1=NC=CC(=C1)OC1=C(C=C(C=C1)NC1=C(C(=O)NC2=C(C=C(C=C2)F)F)C=CC=N1)F (2-(4-(2-Carbamoylpyridin-4-yloxy)-3-fluorophenylamino)-N-(2,4-difluorophenyl)nicotinamide). The yield is 37.0%. As a reaction SMILES: [NH2:1][C:2]1[CH:17]=[CH:16][C:5]([O:6][C:7]2[CH:12]=[CH:11][N:10]=[C:9]([C:13]([NH2:15])=[O:14])[CH:8]=2)=[C:4]([F:18])[CH:3]=1.Cl.N1C2=NC=CC(OC3C=CC(N[C:37]4[N:53]=[CH:52][CH:51]=[CH:50][C:38]=4[C:39]([NH:41][C:42]4[CH:47]=[CH:46][C:45]([F:48])=[CH:44][C:43]=4[F:49])=[O:40])=CC=3F)=C2C=C1>>[C:13]([C:9]1[CH:8]=[C:7]([O:6][C:5]2[CH:16]=[CH:17][C:2]([NH:1][C:37]3[N:53]=[CH:52][CH:51]=[CH:50][C:38]=3[C:39]([NH:41][C:42]3[CH:47]=[CH:46][C:45]([F:48])=[CH:44][C:43]=3[F:49])=[O:40])=[CH:3][C:4]=2[F:18])[CH:12]=[CH:11][N:10]=1)(=[O:14])[NH2:15] |f:1.2|. Procedure: 4-(4-Amino-2-fluorophenoxy)picolinamide (0.12 g, 0.50 mmol) was converted to the desired compound (0.088 g, 37%) in a manner similar to the preparation of 2-(4-(1H-pyrrolo[2,3-b]pyridin-4-yloxy)-3-fluorophenylamino)-N-(2,4-difluorophenyl)-nicotinamide (Example 2). HRMS(ESI+), 480.1283 (M+H)+ calc, 480.1281 (M+H)+ found.